This data is from the Open Reaction Database (ORD), a public repository of structured organic reaction records. The task is: describe an organic reaction: reactants, conditions, products, and yield The reactants are CCCCCC(OCc1ccc(OC)cc1)c1ccc(N(CC#CCCCC(=O)OC)C(C)=O)cc1, N#CC1=C(C#N)C(=O)C(Cl)=C(Cl)C1=O, ClC(Cl)Cl, O. The product is CCCCCC(O)c1ccc(N(CC#CCCCC(=O)OC)C(C)=O)cc1. Reaction SMILES: [CH3:15][O:16][c:17]1[cH:18][cH:19][c:20]([CH2:21][O:22][CH:23]([CH2:24][CH2:25][CH2:26][CH2:27][CH3:28])[c:29]2[cH:30][cH:31][c:32]([N:35]([C:36]([CH3:37])=[O:38])[CH2:39][C:40]#[C:41][CH2:42][CH2:43][CH2:44][C:45](=[O:46])[O:47][CH3:48])[cH:33][cH:34]2)[cH:49][cH:50]1.[Cl:1][C:2]1=[C:13]([Cl:14])[C:11](=[O:12])[C:8]([C:9]#[N:10])=[C:5]([C:6]#[N:7])[C:3]1=[O:4].[Cl:51][CH:52]([Cl:53])[Cl:54].[OH2:55]>>[OH:22][CH:23]([CH2:24][CH2:25][CH2:26][CH2:27][CH3:28])[c:29]1[cH:30][cH:31][c:32]([N:35]([C:36]([CH3:37])=[O:38])[CH2:39][C:40]#[C:41][CH2:42][CH2:43][CH2:44][C:45](=[O:46])[O:47][CH3:48])[cH:33][cH:34]1. Reactants: C1(=CC=CC=C1)C(=CCO)C1=CC=NC=C1 (3-phenyl-3-pyridin-4-yl-prop-2-en-1-ol), C1(=CC=CC=C1)P(C1=CC=CC=C1)C1=CC=CC=C1 (triphenylphosphine), C(C)OC(C(CC1=CC=C(C=C1)O)OCC)=O (2-ethoxy-3-(4-hydroxy-phenyl)-propionic acid ethyl ester), N(=NC(=O)OCC)C(=O)OCC (diethyl azodicarboxylate). Yields the product C(C)OC(C(CC1=CC=C(C=C1)OCC=C(C1=CC=NC=C1)C1=CC=CC=C1)OCC)=O (2-Ethoxy-3-[4-(3-phenyl-3-pyridin-4-yl-allyloxy)-phenyl]-propionic acid ethyl ester). Isolated yield 42.5%. RXN SMILES: [C:1]1([C:7]([C:11]2[CH:16]=[CH:15][N:14]=[CH:13][CH:12]=2)=[CH:8][CH2:9][OH:10])[CH:6]=[CH:5][CH:4]=[CH:3][CH:2]=1.C1(P(C2C=CC=CC=2)C2C=CC=CC=2)C=CC=CC=1.[CH2:36]([O:38][C:39](=[O:52])[CH:40]([O:49][CH2:50][CH3:51])[CH2:41][C:42]1[CH:47]=[CH:46][C:45](O)=[CH:44][CH:43]=1)[CH3:37].N(C(OCC)=O)=NC(OCC)=O>>[CH2:36]([O:38][C:39](=[O:52])[CH:40]([O:49][CH2:50][CH3:51])[CH2:41][C:42]1[CH:47]=[CH:46][C:45]([O:10][CH2:9][CH:8]=[C:7]([C:1]2[CH:2]=[CH:3][CH:4]=[CH:5][CH:6]=2)[C:11]2[CH:16]=[CH:15][N:14]=[CH:13][CH:12]=2)=[CH:44][CH:43]=1)[CH3:37]. Reported procedure: Reaction of 3-phenyl-3-pyridin-4-yl-prop-2-en-1-ol (0.50 g, 2.37 mmol), triphenylphosphine (0.68 g, 2.61 mmol), 2-ethoxy-3-(4-hydroxy-phenyl)-propionic acid ethyl ester (0.68 g, 2.84 mmol) and diethyl azodicarboxylate (0.46 g, 2.63 mmol) in an identical manner to example 1 gave the title compound (435 mg, 43%).